Dataset: the Open Reaction Database (ORD), a public repository of structured organic reaction records. Task: describe an organic reaction: reactants, conditions, products, and yield Reactants: BrC1=CC=C2CCCC(C2=C1)=O (7-bromo-1-tetralone), N1=CC(=CC=C1)C=O (pyridin-3-carboxaldehyde), N1CCCCC1 (piperidine). Solvent: C(C)(=O)O (acetic acid). Conditions: time 18 hour. The product is BrC1=CC=C2CCC(C(C2=C1)=O)=CC=1C=NC=CC1 (7-bromo-2-(3-pyridylmethylene)-1-tetralone). Isolated yield 81.6%. As a reaction SMILES: [Br:1][C:2]1[CH:11]=[C:10]2[C:5]([CH2:6][CH2:7][CH2:8][C:9]2=[O:12])=[CH:4][CH:3]=1.[N:13]1[CH:18]=[CH:17][CH:16]=[C:15]([CH:19]=O)[CH:14]=1.N1CCCCC1>C(O)(=O)C>[Br:1][C:2]1[CH:11]=[C:10]2[C:5]([CH2:6][CH2:7][C:8](=[CH:19][C:15]3[CH:14]=[N:13][CH:18]=[CH:17][CH:16]=3)[C:9]2=[O:12])=[CH:4][CH:3]=1. Procedure: A mixture of 7-bromo-1-tetralone (11.25 g), pyridin-3-carboxaldehyde (5.35 g), acetic acid (5 ml) and piperidine (6 ml) was heated on a steam bath for 6 hours and then allowed to stand for 18 hours. The volatile material was evaporated and the residue was dissolved in ethyl acetate. The solution was extracted several times with dilute hydrochloric acid and the combined extracts were made just alkaline with dilute sodium hydroxide solution. The solid was filtered off, washed with water and crysta... Starting materials: BrCCOCCBr (2-Bromoethyl ether), ClC1=CC(=C(NC2=NC=NC3=CC(=C(C=C23)OC)O)C=C1)F (4-(4-chloro-2-fluoroanilino)-7-hydroxy-6-methoxyquinazoline), C([O-])([O-])=O.[K+].[K+] (potassium carbonate). Solvent: CN(C)C=O (DMF). Run at time 18 hour. Product: COC1=NC2=CC=CC=C2C=N1 (methoxyquinazoline). Yield: 153.7%. Reaction SMILES: BrC[CH2:3][O:4][CH2:5]CBr.ClC1C=CC([NH:13][C:14]2[C:23]3[C:18](=[CH:19][C:20](O)=[C:21](OC)[CH:22]=3)[N:17]=CN=2)=C(F)C=1.C(=O)([O-])[O-].[K+].[K+]>CN(C=O)C>[CH3:5][O:4][C:3]1[N:13]=[CH:14][C:23]2[C:18](=[CH:19][CH:20]=[CH:21][CH:22]=2)[N:17]=1 |f:2.3.4|. Reported procedure: 2-Bromoethyl ether (1.57 ml, 12 mmol) was added to a mixture of 4-(4-chloro-2-fluoroanilino)-7-hydroxy-6-methoxyquinazoline (1 g, 3.1 mmol), (prepared as described for the starting material in Example, 2), and potassium carbonate (1.73 g, 12 mmol) in DMF (10 ml). The mixture was stirred for 18 hours at ambient temperature and was partitioned between ethyl acetate and water. The organic layer was separated, washed with water and then brine, dried (MgSO4) and the solvent removed by evaporation. Th...